From a dataset of the Open Reaction Database (ORD), a public repository of structured organic reaction records. describe an organic reaction: reactants, conditions, products, and yield As a reaction SMILES: [CH3:29][C:30](=[O:31])[OH:32].[Cl:10][c:11]1[c:12]([N:23]2[CH2:24][CH2:25][CH2:26][CH2:27][CH2:28]2)[cH:13][c:14]([O:21][CH3:22])[c:15]([CH2:17][C:18](=[S:19])[OH:20])[cH:16]1.[ClH:33].[O:1]1[CH2:2][CH2:3][NH:4][CH2:5][CH:6]1[C:7]([NH2:8])=[O:9].[OH2:34]>>[OH:1][C:18]([CH2:17][c:15]1[c:14]([O:21][CH3:22])[cH:13][c:12]([N:23]2[CH2:24][CH2:25][CH2:26][CH2:27][CH2:28]2)[c:11]([Cl:10])[cH:16]1)=[O:20]. The product is COc1cc(N2CCCCC2)c(Cl)cc1CC(=O)O. The reactants are CC(=O)O, COc1cc(N2CCCCC2)c(Cl)cc1CC(O)=S, Cl, NC(=O)C1CNCCO1, O.